Task: describe an organic reaction: reactants, conditions, products, and yield. Dataset: the Open Reaction Database (ORD), a public repository of structured organic reaction records Starting materials: C(C(C)(C)C)(=O)Cl (Pivaloyl chloride), C(C1=CC=CC=C1)O[C@H]1[C@H](OCCCCCCCC)O[C@@H]([C@@H]([C@@H]1O)OCC1=CC=CC=C1)CO (Octyl 2,4-di-O-Benzyl-β-D-galactopyranoside), N1=CC=CC=C1 (pyridine), C(C(C)(C)C)(=O)Cl (Pivaloyl chloride). The solvent is C(C)(=O)OCC (ethyl acetate). Run at temperature -5 celsius, time 1 hour. The product is C(C1=CC=CC=C1)O[C@H]1[C@H](OCCCCCCCC)O[C@@H]([C@@H]([C@@H]1O)OCC1=CC=CC=C1)COC(C(C)(C)C)=O (Octyl 2,4-di-O-Benzyl-6-O-pivaloyl-β-D-galactopyranoside). Yield: 97.0%. RXN SMILES: [CH2:1]([O:8][C@@H:9]1[C@@H:23]([OH:24])[C@@H:22]([O:25][CH2:26][C:27]2[CH:32]=[CH:31][CH:30]=[CH:29][CH:28]=2)[C@@H:21]([CH2:33][OH:34])[O:20][C@H:10]1[O:11][CH2:12][CH2:13][CH2:14][CH2:15][CH2:16][CH2:17][CH2:18][CH3:19])[C:2]1[CH:7]=[CH:6][CH:5]=[CH:4][CH:3]=1.N1C=CC=CC=1.[C:41](Cl)(=[O:46])[C:42]([CH3:45])([CH3:44])[CH3:43]>C(OCC)(=O)C>[CH2:1]([O:8][C@@H:9]1[C@@H:23]([OH:24])[C@@H:22]([O:25][CH2:26][C:27]2[CH:28]=[CH:29][CH:30]=[CH:31][CH:32]=2)[C@@H:21]([CH2:33][O:34][C:41](=[O:46])[C:42]([CH3:45])([CH3:44])[CH3:43])[O:20][C@H:10]1[O:11][CH2:12][CH2:13][CH2:14][CH2:15][CH2:16][CH2:17][CH2:18][CH3:19])[C:2]1[CH:7]=[CH:6][CH:5]=[CH:4][CH:3]=1. Reported procedure: Compound 16 (569 mg, 1.20 mmol) was dissolved by addition of pyridine (17 mL). Pivaloyl chloride (188 μl, 1.57 mmol) was added to the solution, and the mixture was stirred at −5° C. for 1 hour. Pivaloyl chloride (188 μl, 1.57 mmol) was further added thereto, and the mixture was stirred at −5° C. for 1 hour. The reaction mixture was diluted with ethyl acetate, and filtered through Celite, and the filtrate was washed successively with saturated aqueous sodium hydrogencarbonate and saturated brine.... Starting materials: C(C)(=O)N1N=C(C2=C(C=C1C)C=CC(=C2)Cl)C2=CC(=C(C=C2)[N+](=O)[O-])C (3-acetyl-8-chloro-4-methyl-1-(3-methyl-4-nitrophenyl)-3H-2,3-benzodiazepine), O.NN (hydrazine hydrate). The reagents and catalysts are [Ni] (Raney-nickel). Solvent: CO (methanol), ClCCl (dichloromethane). Conditions: time 1 hour. Product: C(C)(=O)N1N=C(C2=C(C=C1C)C=CC(=C2)Cl)C2=CC(=C(C=C2)N)C (3-Acetyl-1-(4-amino-3-methylphenyl)-8-chloro-4-methyl-3H-2,3-benzodiazepine). The yield is 78.5%. Reaction SMILES: [C:1]([N:4]1[C:10]([CH3:11])=[CH:9][C:8]2[CH:12]=[CH:13][C:14]([Cl:16])=[CH:15][C:7]=2[C:6]([C:17]2[CH:22]=[CH:21][C:20]([N+:23]([O-])=O)=[C:19]([CH3:26])[CH:18]=2)=[N:5]1)(=[O:3])[CH3:2].O.NN>CO.ClCCl.[Ni]>[C:1]([N:4]1[C:10]([CH3:11])=[CH:9][C:8]2[CH:12]=[CH:13][C:14]([Cl:16])=[CH:15][C:7]=2[C:6]([C:17]2[CH:22]=[CH:21][C:20]([NH2:23])=[C:19]([CH3:26])[CH:18]=2)=[N:5]1)(=[O:3])[CH3:2] |f:1.2|. Procedure details: 0.78 g (2.1 mmoles) of 3-acetyl-8-chloro-4-methyl-1-(3-methyl-4-nitrophenyl)-3H-2,3-benzodiazepine are dissolved in the mixture of 15 ml of methanol and 15 ml of dichloromethane, and about 0.5 g of wet Raney-nickel catalyst and 0.26 ml (5.25 mmoles) of 98% hydrazine hydrate are subsequently added to it under vigorous stirring. The mixture is stirred for further 1 hour. The catalyst is filtered off, washed with dichloromethane, the filtrate is evaporated and the residue is solidified by rubbing w... Reactants: CO (methanol), C(CCC)N (butylamine), S1SC(CC1)CCCCCN1C(C2=CC=CC=C2C1=O)=O (2-[5-(1,2-dithiolan-3-yl)pentyl]isoindole-1,3-dione). Solvent: C1(=CC=CC=C1)C (toluene). Conditions: time 30 minute. Yields the product S1SC(CC1)CCCCCNC(=O)N ([5-(1,2-Dithiolan-3-yl)pentyl]urea). Reaction SMILES: CO.C([NH2:7])CCC.[S:8]1[CH2:12][CH2:11][CH:10]([CH2:13][CH2:14][CH2:15][CH2:16][CH2:17][N:18]2C(=O)C3C(=CC=CC=3)[C:19]2=[O:28])[S:9]1>C1(C)C=CC=CC=1>[S:8]1[CH2:12][CH2:11][CH:10]([CH2:13][CH2:14][CH2:15][CH2:16][CH2:17][NH:18][C:19]([NH2:7])=[O:28])[S:9]1. Reported procedure: 2 ml of methanol and 2 ml of butylamine were added to a solution of 1:6 mmol of 2-[5-(1,2-dithiolan-3-yl)pentyl]isoindole-1,3-dione in 3 ml of toluene. The resulting mixture was stirred at room temperature for 5 hours and 30 minutes. The reaction mixture was then allowed to stand overnight at room temperature. At the end of this time, the solvent was removed from the reaction mixture by distillation under reduced pressure. Water was added to the resulting residue, after which it was extracted wi... Starting materials: C(CCCCCCCCCCCCCCCCC)OCC(COC(C1=CC=CC=C1)(C1=CC=CC=C1)C1=CC=CC=C1)N1C(C=2C(C1=O)=CC=CC2)=O (3-octadecyloxy-2-phthalimido-1-trityloxypropane), O.NN (hydrazine hydrate). The solvent is C(C)(C)O (isopropylalcohol). Conditions: temperature 70 celsius. The product is C(CCCCCCCCCCCCCCCCC)OCC(COC(C1=CC=CC=C1)(C1=CC=CC=C1)C1=CC=CC=C1)N (3-Octadecyloxy-2-amino-1-trityloxypropane). Isolated yield 84.2%. RXN SMILES: [CH2:1]([O:19][CH2:20][CH:21]([N:43]1C(=O)C2=CC=CC=C2C1=O)[CH2:22][O:23][C:24]([C:37]1[CH:42]=[CH:41][CH:40]=[CH:39][CH:38]=1)([C:31]1[CH:36]=[CH:35][CH:34]=[CH:33][CH:32]=1)[C:25]1[CH:30]=[CH:29][CH:28]=[CH:27][CH:26]=1)[CH2:2][CH2:3][CH2:4][CH2:5][CH2:6][CH2:7][CH2:8][CH2:9][CH2:10][CH2:11][CH2:12][CH2:13][CH2:14][CH2:15][CH2:16][CH2:17][CH3:18].O.NN>C(O)(C)C>[CH2:1]([O:19][CH2:20][CH:21]([NH2:43])[CH2:22][O:23][C:24]([C:37]1[CH:42]=[CH:41][CH:40]=[CH:39][CH:38]=1)([C:31]1[CH:32]=[CH:33][CH:34]=[CH:35][CH:36]=1)[C:25]1[CH:30]=[CH:29][CH:28]=[CH:27][CH:26]=1)[CH2:2][CH2:3][CH2:4][CH2:5][CH2:6][CH2:7][CH2:8][CH2:9][CH2:10][CH2:11][CH2:12][CH2:13][CH2:14][CH2:15][CH2:16][CH2:17][CH3:18] |f:1.2|. Procedure: In 50 ml of isopropylalcohol was dissolved 6.4 g of 3-octadecyloxy-2-phthalimido-1-trityloxypropane, and 4 ml of hydrazine hydrate was added to the solution. The mixture was heated at 70° C. for 1 hour, and concentrated under reduced pressure. Ethyl acetate was added to the residue and the insoluble matter was filtered off. The filtrate was concentrated to dryness and purified by silica gel chromatography (eluent: n-hexane-ethyl acetate=3:1) to give 4.41 g (84%) of the desired compound as a pale... Reactants: OCCN(CCO)C=1C=C(C(=O)OC)C=CC1 (Methyl 3-((N,N-bis-(2-hydroxyethyl)amino))benzoate), O=P(Cl)(Cl)Cl (POCl3), C(Cl)(Cl)Cl (chloroform). Conditions: time 2.7 hour. The product is ClCCN(CCCl)C=1C=C(C(=O)OC)C=CC1 (Methyl 3-((N,N-bis-(2-chloroethyl)amino))benzoate). As a reaction SMILES: O[CH2:2][CH2:3][N:4]([C:8]1[CH:9]=[C:10]([CH:15]=[CH:16][CH:17]=1)[C:11]([O:13][CH3:14])=[O:12])[CH2:5]CO.O=P(Cl)(Cl)[Cl:20].[CH:23]([Cl:26])(Cl)Cl>>[Cl:20][CH2:2][CH2:3][N:4]([C:8]1[CH:9]=[C:10]([CH:15]=[CH:16][CH:17]=1)[C:11]([O:13][CH3:14])=[O:12])[CH2:5][CH2:23][Cl:26]. Reported procedure: A solution of 120a (6.9 g, 29 mmol) in chloroform (50 mL) was added over 2 h to POCl3 (9.9 g) with heating under reflux. After 2.7 h additional reflux, the mixture was cooled in an ice bath, and filtered to remove a white precipitate. The filtrate was neutralized by extraction with saturated aqueous NaHCO3 and chloroform. The organic phase was dried (Na2SO4), filtered, and evaporated to an oil (5.4 g). IR(neat): cm-1 1720. 1H NMR(300 MHz, CDCl3): 7.42-6.87 (m, 4H), 3.90(s, 3H), 3.77 (t,4H, J=7 H... Yields the product O=C1C=CC(=C(Cl)N1)C(F)F. Conditions: temperature 25 celsius, time 18 hour. Solvent: O, ClCCl. Yield: 62.0%. Starting materials: O=C1C=CC=C(Cl)N1, [Zn].O=S(O)C(F)F. Reagents/catalysts: O=C(O)C(F)(F)F, OOC(C)(C)C. Starting materials: [Br-], N#CCCCCCBr, CCCC[N+](CCCC)(CCCC)CCCC, C=CCCO, ClCCl, [K+], [OH-], O. The product is C=CCCOCCCCCC#N. Reaction SMILES: [Br-:16].[Br:1][CH2:2][CH2:3][CH2:4][CH2:5][CH2:6][C:7]#[N:8].[CH2:17]([N+:18]([CH2:19][CH2:20][CH2:21][CH3:22])([CH2:23][CH2:24][CH2:25][CH3:26])[CH2:27][CH2:28][CH2:29][CH3:30])[CH2:31][CH2:32][CH3:33].[CH2:9]([CH2:10][CH:11]=[CH2:12])[OH:13].[Cl:35][CH2:36][Cl:37].[K+:15].[OH-:14].[OH2:34]>>[CH2:2]([CH2:3][CH2:4][CH2:5][CH2:6][C:7]#[N:8])[O:13][CH2:9][CH2:10][CH:11]=[CH2:12]. Run at time 15 minute. Procedure details: Under a nitrogen atmosphere, to a solution of zinc chloride (35.9 mg) and lithium chloride (61.4 mg) in THF (976 μL) was added a 1 mol/L solution (527 μL) of trimethylsilylmethylmagnesium chloride in THF at room temperature, and the mixture was stirred for 15 min. To the reaction mixture was added a 1 mol/L solution (1449 μL) of isopropylmagnesium bromide in THF at room temperature, and the mixture was stirred for 45 min. Furthermore, to the reaction mixture was added dropwise a solution of 2′-f... The reagents and catalysts are [Cl-].[Zn+2].[Cl-] (zinc chloride). Reaction SMILES: [Cl-].[Li+].C[Si](C[Mg]Cl)(C)C.[CH:10]([Mg]Br)([CH3:12])[CH3:11].[F:15][C:16]1[CH:21]=[CH:20][C:19]([O:22][CH3:23])=[CH:18][C:17]=1[C:24]1[C:25]([CH:40]=[O:41])=[CH:26][C:27]([O:30][CH2:31][C:32]2[CH:37]=[CH:36][C:35]([O:38][CH3:39])=[CH:34][CH:33]=2)=[CH:28][CH:29]=1>C1COCC1.[Cl-].[Zn+2].[Cl-]>[F:15][C:16]1[CH:21]=[CH:20][C:19]([O:22][CH3:23])=[CH:18][C:17]=1[C:24]1[CH:29]=[CH:28][C:27]([O:30][CH2:31][C:32]2[CH:37]=[CH:36][C:35]([O:38][CH3:39])=[CH:34][CH:33]=2)=[CH:26][C:25]=1[CH:40]([OH:41])[CH:10]([CH3:12])[CH3:11] |f:0.1,6.7.8|. The product is FC1=C(C=C(C=C1)OC)C1=C(C=C(C=C1)OCC1=CC=C(C=C1)OC)C(C(C)C)O (1-(2′-fluoro-5′-methoxy-4-((4-methoxybenzyl)oxy)-[1,1′-biphenyl]-2-yl)-2-methylpropan-1-ol). Run in C1CCOC1 (THF), C1CCOC1 (THF), C1CCOC1 (THF), C1CCOC1 (THF). The reactants are FC1=C(C=C(C=C1)OC)C=1C(=CC(=CC1)OCC1=CC=C(C=C1)OC)C=O (2′-fluoro-5′-methoxy-4-((4-methoxybenzyl)oxy)-[1,1′-biphenyl]-2-carbaldehyde), [Cl-].[Li+] (lithium chloride), solution, C[Si](C)(C)C[Mg]Cl (trimethylsilylmethylmagnesium chloride), solution, C(C)(C)[Mg]Br (isopropylmagnesium bromide).